From a dataset of the Open Reaction Database (ORD), a public repository of structured organic reaction records. describe an organic reaction: reactants, conditions, products, and yield Yield: 69.0%. Reactants: OC1=CC=C2C(C=C(OC2=C1CCC)C(=O)OC)=O (methyl 7-hydroxy-8-n-propylchromone-2-carboxylate), C(CC)C1=C(OCCCBr)C=CC(=C1O)C(C)=O (3-(2-n-propyl-3-hydroxy-4-acetylphenoxy)-1-bromopropane). Product: C(=O)(OC)C=1OC2=C(C(=CC=C2C(C1)=O)OCCCOC1=C(C(=C(C=C1)C(C)=O)O)CCC)CCC (2-carbomethoxy-7-[3-(2-n-propyl-3-hydroxy-4-acetylphenoxy)propoxy]-8-n-propylchromone). Reported procedure: Using the procedure of Example 2, 5.25 g (120 mmole) of methyl 7-hydroxy-8-n-propylchromone-2-carboxylate and 6.93 g (22 mmole) of the compound of Example 14 gave 7.54 g (76%) of the title compound, mp. 113°-115°. Calc: C, 67.73; H, 6.50; Found: C, 67.71; H, 6.49. Reaction SMILES: [OH:1][C:2]1[C:11]([CH2:12][CH2:13][CH3:14])=[C:10]2[C:5]([C:6](=[O:19])[CH:7]=[C:8]([C:15]([O:17][CH3:18])=[O:16])[O:9]2)=[CH:4][CH:3]=1.[CH2:20]([C:23]1[C:33]([OH:34])=[C:32]([C:35](=[O:37])[CH3:36])[CH:31]=[CH:30][C:24]=1[O:25][CH2:26][CH2:27][CH2:28]Br)[CH2:21][CH3:22]>>[C:15]([C:8]1[O:9][C:10]2[C:5]([C:6](=[O:19])[CH:7]=1)=[CH:4][CH:3]=[C:2]([O:1][CH2:28][CH2:27][CH2:26][O:25][C:24]1[CH:30]=[CH:31][C:32]([C:35](=[O:37])[CH3:36])=[C:33]([OH:34])[C:23]=1[CH2:20][CH2:21][CH3:22])[C:11]=2[CH2:12][CH2:13][CH3:14])([O:17][CH3:18])=[O:16]. The reactants are ice water, COCCOC=1C=C(C=CC1OCCOC)CC#N ((3,4-bis{[2-(methyloxy)ethyl]oxy}phenyl)acetonitrile), [H-].[Na+] (sodium hydride), C(C)(=O)OCC (ethyl acetate). Reported procedure: To a suspension of (3,4-bis{[2-(methyloxy)ethyl]oxy}phenyl)acetonitrile (0.59 g, 2.2 mmol), and sodium hydride (40% oil dispersion, 270 mg, 6.7 mmol) in tetrahydrofuran (10 mL), was added ethyl acetate (1.1 mL, 11.1 mmol), and the resulting mixture was stirred at 60° C. for 1.5 hours. Then it was cooled to room temperature, and poured into a mixture of ice-water (50 mL). This aqueous mixture was washed with dichloromethane (3×20 mL) then acidified to pH of 2. The acidified mixture was extracted ... Yields the product COCCOC=1C=C(C=CC1OCCOC)C(C#N)C(C)=O (2-(3,4-bis{[2-(methyloxy)ethyl]oxy}phenyl)-3-oxobutanenitrile). The solvent is O1CCCC1 (tetrahydrofuran). Conditions: temperature 60 celsius, time 1.5 hour. RXN SMILES: [CH3:1][O:2][CH2:3][CH2:4][O:5][C:6]1[CH:7]=[C:8]([CH2:17][C:18]#[N:19])[CH:9]=[CH:10][C:11]=1[O:12][CH2:13][CH2:14][O:15][CH3:16].[H-].[Na+].[C:22](OCC)(=[O:24])[CH3:23]>O1CCCC1>[CH3:1][O:2][CH2:3][CH2:4][O:5][C:6]1[CH:7]=[C:8]([CH:17]([C:22](=[O:24])[CH3:23])[C:18]#[N:19])[CH:9]=[CH:10][C:11]=1[O:12][CH2:13][CH2:14][O:15][CH3:16] |f:1.2|. The yield is 86.4%. Procedure: 14.92 Grams of an addition product of 2-hydroxyethyl acrylate with propylene oxide [BLENMAR 10APE-550B of Nippon Oil and Fats Co. Ltd.; a compound of the formula (vi) wherein R2 is H, R3 is CH3, e is 1 and f is 9], 0.63 g of hydroquinone monomethyl ether, 0.51 g of di-n-butyltin dilaurate and 222 g of isophorone diisocyanate were charged to a 4-liter four-necked flask equipped with a stirrer, a thermoregulator, a thermometer and a condenser, allowed to react with one another at 40 to 50° C. for ... The product is C(C=C)(=O)O.NC(=O)OCC (urethane acrylate), ( 2 ). As a reaction SMILES: [C:1]([O:5][CH2:6][CH2:7]O)(=[O:4])[CH:2]=[CH2:3].C1OC1C.COC1C=CC(O)=CC=1.C([O-])(=O)CCCCCCCCCCC.C([O-])(=O)CCCCCCCCCCC.C([Sn+2]CCCC)CCC.O=C=[N:61]C1CC(C)(C)CC(C)(CN=C=O)C1>>[C:1]([OH:5])(=[O:4])[CH:2]=[CH2:3].[NH2:61][C:1]([O:5][CH2:6][CH3:7])=[O:4] |f:3.4.5,7.8|. Reactants: COC1=CC=C(O)C=C1 (hydroquinone monomethyl ether), ( vi ), O=C=NC1CC(CN=C=O)(CC(C1)(C)C)C (isophorone diisocyanate), C(C=C)(=O)OCCO (2-hydroxyethyl acrylate), C1C(C)O1 (propylene oxide), C(CCCCCCCCCCC)(=O)[O-].C(CCCCCCCCCCC)(=O)[O-].C(CCC)[Sn+2]CCCC (di-n-butyltin dilaurate). The reactants are C(CCC)[Li] (n-butyllithium), BrC1=C(C=CC=C1)F (o-bromofluorobenzene), C1(CCCCC1)=O (cyclohexanone). Run in O1CCCC1 (THF), O1CCCC1 (tetrahydrofuran). Reaction conditions: time 90 minute. The product is FC1=C(C=CC=C1)C1=CCCCC1 (1-(2-fluorophenyl)cyclohexene). Isolated yield 52.5%. Reaction SMILES: Br[C:2]1[CH:7]=[CH:6][CH:5]=[CH:4][C:3]=1[F:8].C([Li])CCC.[C:14]1(=O)[CH2:19][CH2:18][CH2:17][CH2:16][CH2:15]1>O1CCCC1>[F:8][C:3]1[CH:4]=[CH:5][CH:6]=[CH:7][C:2]=1[C:14]1[CH2:19][CH2:18][CH2:17][CH2:16][CH:15]=1. Procedure: A solution of o-bromofluorobenzene (17.5 g; 0.10 mole) in 150 ml of dry tetrahydrofuran (THF) was chilled to -60° and n-butyllithium (50 ml of 2.4M; 0.12 mole) was added dropwise at a rate such that the reaction temperature did not rise above -55°. When the addition was complete a solution of cyclohexanone (10.0 g; 0.10 mole) in 50 ml of THF was added, again maintaining the reaction temperature below -55°. The reaction was then allowed to come to room temperature over 90 minutes and was quenched... The reactants are ClC1=C(C=CC(=C1)Cl)SC1=C(C=C(C=C1)\C=C\C(=O)NCCCN1C(CCC1)=O)[N+](=O)[O-] ((2,4-Dichlorophenyl)[2-nitro-4-(E-((3-(2-oxopyrrolidin-1-yl)propylamino)carbonyl) ethenyl)phenyl]sulfide), Cl[Sn]Cl (SnCl2). Solvent: CCO (EtOH). Yields the product ClC1=C(C=CC(=C1)Cl)SC1=C(C=C(C=C1)\C=C\C(=O)NCCCN1C(CCC1)=O)N ((2,4-Dichlorophenyl)[2-amino-4-(E-((3-(2-oxopyrrolidin-1-yl)propylamino)carbonyl) ethenyl)phenyl]sulfide). RXN SMILES: [Cl:1][C:2]1[CH:7]=[C:6]([Cl:8])[CH:5]=[CH:4][C:3]=1[S:9][C:10]1[CH:15]=[CH:14][C:13](/[CH:16]=[CH:17]/[C:18]([NH:20][CH2:21][CH2:22][CH2:23][N:24]2[CH2:28][CH2:27][CH2:26][C:25]2=[O:29])=[O:19])=[CH:12][C:11]=1[N+:30]([O-])=O.Cl[Sn]Cl>CCO>[Cl:1][C:2]1[CH:7]=[C:6]([Cl:8])[CH:5]=[CH:4][C:3]=1[S:9][C:10]1[CH:15]=[CH:14][C:13](/[CH:16]=[CH:17]/[C:18]([NH:20][CH2:21][CH2:22][CH2:23][N:24]2[CH2:28][CH2:27][CH2:26][C:25]2=[O:29])=[O:19])=[CH:12][C:11]=1[NH2:30]. Procedure: A mixture of nitro compound (780 mg, 1.58 mmol) from Example 33, SnCl2 (1.50 g, 7.91 mmol) in 25 mL of anhydrous EtOH was refluxed under nitrogen atmosphere for 90 minutes. The reaction was then allowed to cool down to room temperature, quenched with sat. NaHCO3, extracted with EtOAc (2×50 mL). The combined organic layer was washed with water and brine, dried over Na2SO4, condensed in vacuo to give the crude aniline as yellowish brown solid, which was converted to the bromide without purificatio... Reactants: CCOC(=O)c1cc(C#Cc2cccc(OC)c2)cn1CC, [Li+], C1COCCO1, [OH-]. Product: CCn1cc(C#Cc2cccc(OC)c2)cc1C(=O)O. As a reaction SMILES: [CH2:1]([CH3:2])[O:3][C:4](=[O:5])[c:6]1[n:7]([CH2:21][CH3:22])[cH:8][c:9]([C:11]#[C:12][c:13]2[cH:14][c:15]([O:19][CH3:20])[cH:16][cH:17][cH:18]2)[cH:10]1.[Li+:24].[O:25]1[CH2:26][CH2:27][O:28][CH2:29][CH2:30]1.[OH-:23]>>[O:3]=[C:4]([OH:5])[c:6]1[n:7]([CH2:21][CH3:22])[cH:8][c:9]([C:11]#[C:12][c:13]2[cH:14][c:15]([O:19][CH3:20])[cH:16][cH:17][cH:18]2)[cH:10]1. The reactants are aqueous solution, [OH-].[K+] (potassium hydroxide), COC1=C(C=CC=C1)C(C(=O)OC)=C (Methyl 2-methoxy-α-methylene-benzeneacetate). Run in O1CCCC1 (tetrahydrofuran). Reaction conditions: time 48 hour. Product: COC1=C(C=CC=C1)C(C(=O)O)=C (2-methoxy-α-methylene-benzeneacetic acid). Yield: 86.3%. Reaction SMILES: [OH-].[K+].[CH3:3][O:4][C:5]1[CH:10]=[CH:9][CH:8]=[CH:7][C:6]=1[C:11](=[CH2:16])[C:12]([O:14]C)=[O:13]>O1CCCC1>[CH3:3][O:4][C:5]1[CH:10]=[CH:9][CH:8]=[CH:7][C:6]=1[C:11](=[CH2:16])[C:12]([OH:14])=[O:13] |f:0.1|. Procedure: 765 ml of an aqueous solution (0.33M) of potassium hydroxide were added to a solution of 21 g of the product of Step B in 1 liter of tetrahydrofuran and the mixture was stirred for 48 hours at ambient temperature. The tetrahydrofuran was evaporated off and the aqueous phase was cooled and acidified with 2N hydrochloric acid. Separation was carried out, then washing with water and drying to obtain 16.8 g of the product which was used as is for the following step. An analytical sample was prepared... Reactants: Cc1c(CC(=O)[O-])cc2cn[nH]c2c1C, CO, Cc1c(CC(=O)[O-])cc(C)c2[nH]ncc12, [Cl-], [Li+], [NH4+], [OH-]. Yields the product Cc1c(O)cc2cn[nH]c2c1C. RXN SMILES: [CH3:18][c:19]1[c:20]([CH2:29][C:30]([O-:31])=[O:32])[cH:21][c:22]2[cH:23][n:24][nH:25][c:26]2[c:27]1[CH3:28].[CH3:35][OH:36].[CH3:3][c:4]1[c:5]([CH2:6][C:7]([O-:8])=[O:15])[cH:9][c:10]([CH3:11])[c:12]2[c:13]1[cH:14][n:16][nH:17]2.[Cl-:33].[Li+:1].[NH4+:34].[OH-:2]>>[OH:15][c:20]1[c:19]([CH3:18])[c:27]([CH3:28])[c:26]2[c:22]([cH:21]1)[cH:23][n:24][nH:25]2.